From a dataset of the Open Reaction Database (ORD), a public repository of structured organic reaction records. describe an organic reaction: reactants, conditions, products, and yield Reactants: [N-]=[N+]=[N-].[Na+] (NaN3), NC=1C=C(C=C(C(=O)O)C1)C(=O)O (5-aminoisophtalic acid), Cl (HCl), N(=O)[O-].[Na+] (NaNO2). Solvent: O (water), O (water), O (water). Conditions: temperature 2.5 celsius, time 30 minute. Product: N(=[N+]=[N-])C=1C=C(C=C(C(=O)O)C1)C(=O)O (5-azidoisophthalic acid). The yield is 85.0%. RXN SMILES: [NH2:1][C:2]1[CH:3]=[C:4]([C:11]([OH:13])=[O:12])[CH:5]=[C:6]([CH:10]=1)[C:7]([OH:9])=[O:8].Cl.N([O-])=O.[Na+].[N-:19]=[N+:20]=[N-].[Na+]>O>[N:1]([C:2]1[CH:3]=[C:4]([C:11]([OH:13])=[O:12])[CH:5]=[C:6]([CH:10]=1)[C:7]([OH:9])=[O:8])=[N+:19]=[N-:20] |f:2.3,4.5|. Procedure details: 73 mmol of 5-aminoisophtalic acid were placed in a beaker together with 100 mL of water. 18 mL of HCl (37%) were added dropwise. The mixture was cooled in an ice bath at 0-5° C. 75.3 mmol of NaNO2 were dissolved in 25 mL of distilled water and added dropwise to the mixture, stirring it for 30 minutes. Then, 73 mmol of NaN3 were dissolved in 25 mL of distilled water and added dropwise to the mixture. A solid was formed and gas evolution was observed, making it difficult to keep the stirring. The ... Starting materials: C(C1=CC=CC=C1)Br (Benzyl bromide), ClC=1C=CN2N=C(NC(C21)=O)C (5-chloro-2-methyl-3H-pyrrolo[2,1-f][1,2,4]triazin-4-one), C(=O)([O-])[O-].[Cs+].[Cs+] (Cs2CO3). Solvent: O1CCOCC1 (dioxane). Reaction conditions: temperature 95 celsius, time 3 hour. Product: C(C1=CC=CC=C1)N1C(=NN2C(C1=O)=C(C=C2)Cl)C (3-Benzyl-5-chloro-2-methyl-3H-pyrrolo[2,1-f][1,2,4]triazin-4-one). Isolated yield 93.4%. As a reaction SMILES: [CH2:1](Br)[C:2]1[CH:7]=[CH:6][CH:5]=[CH:4][CH:3]=1.[Cl:9][C:10]1[CH:11]=[CH:12][N:13]2[C:18]=1[C:17](=[O:19])[NH:16][C:15]([CH3:20])=[N:14]2.C([O-])([O-])=O.[Cs+].[Cs+]>O1CCOCC1>[CH2:1]([N:16]1[C:17](=[O:19])[C:18]2=[C:10]([Cl:9])[CH:11]=[CH:12][N:13]2[N:14]=[C:15]1[CH3:20])[C:2]1[CH:7]=[CH:6][CH:5]=[CH:4][CH:3]=1 |f:2.3.4|. Reported procedure: Benzyl bromide (9.97 ml, 83.9 mmol) was added to a solution of 5-chloro-2-methyl-3H-pyrrolo[2,1-f][1,2,4]triazin-4-one (14 g, 76.3 mmol) and Cs2CO3 (29.7 g, 91.5 mmol) in dioxane (300 mL). The reaction mixture was stirred at 95° C. for 3 h, cooled to room temperature, filtered through Celite® and the filtrate concentrated in vacuo. The residue was dissolved in CHCl3 (100 mL), treated with saturated NaCl solution (200 mL), and extracted with CHCl3 (3×100 mL). The combined organic extracts were dr... Starting materials: CCc1cnc(N2CCN(C(=O)OC(C)(C)C)CC2)c(C)c1, CCOC(C)=O, ClC(Cl)Cl, Cl, [Na+], [OH-]. Yields the product CCc1cnc(N2CCNCC2)c(C)c1. RXN SMILES: [C:1]([O:2][C:3](=[O:4])[N:8]1[CH2:9][CH2:10][N:11]([c:14]2[n:15][cH:16][c:17]([CH2:21][CH3:22])[cH:18][c:19]2[CH3:20])[CH2:12][CH2:13]1)([CH3:5])([CH3:6])[CH3:7].[C:23]([O:24][CH2:25][CH3:26])(=[O:27])[CH3:28].[CH:32]([Cl:33])([Cl:34])[Cl:35].[ClH:29].[Na+:31].[OH-:30]>>[NH:8]1[CH2:9][CH2:10][N:11]([c:14]2[n:15][cH:16][c:17]([CH2:21][CH3:22])[cH:18][c:19]2[CH3:20])[CH2:12][CH2:13]1. Starting materials: ClCC=1C=NN(C1C(F)(F)F)C(C)C (4-(chloromethyl)-1-isopropyl-5-(trifluoromethyl)-1H-pyrazole), [C-]#N.[K+] (Potassium cyanide). The reagents and catalysts are [Br-].C(CCC)[N+](CCCC)(CCCC)CCCC (Tetrabutyl ammonium bromide). The solvent is O1CCOCC1 (dioxane), O (water), CCOC(=O)C (EtOAc). Reaction conditions: time 10 minute. Yields the product C(C)(C)N1N=CC(=C1C(F)(F)F)CC#N ([1-Isopropyl-5-(trifluoromethyl)-1H-pyrazol-4-yl]acetonitrile). Isolated yield 104.0%. Reaction SMILES: Cl[CH2:2][C:3]1[CH:4]=[N:5][N:6]([CH:12]([CH3:14])[CH3:13])[C:7]=1[C:8]([F:11])([F:10])[F:9].[C-:15]#[N:16].[K+]>[Br-].C([N+](CCCC)(CCCC)CCCC)CCC.O1CCOCC1.O.CCOC(C)=O>[CH:12]([N:6]1[C:7]([C:8]([F:11])([F:10])[F:9])=[C:3]([CH2:2][C:15]#[N:16])[CH:4]=[N:5]1)([CH3:14])[CH3:13] |f:1.2,3.4|. Procedure details: Tetrabutyl ammonium bromide (7.95 gm, 24.7 mmol) was added to 4-(chloromethyl)-1-isopropyl-5-(trifluoromethyl)-1H-pyrazole (7 g, 31 mmol) in dioxane (75 mL) and water (75 mL) and the mixture was stirred for 10 minutes. Potassium cyanide (7.42 g, 114 mmol) was added and the mixture was stirred for 16 hours at room temperature. The mixture was diluted with EtOAc (100 mL) then the organic phase was washed with water (100 mL), brine (100 mL) and dried over sodium sulphate. The filtrate was evaporate... Reactants: FC1=C(C=C(C=C1)C=C(C)C)C (1-fluoro-2-methyl-4-(2-methylpropenyl)benzene), [OH-].[Na+] (sodium hydroxide), S(O)(O)(=O)=O (sulfuric acid), [C-]#N.[Na+] (sodium cyanide). RXN SMILES: S(=O)(=O)(O)O.[C-:6]#[N:7].[Na+].[F:9][C:10]1[CH:15]=[CH:14][C:13]([CH:16]=[C:17]([CH3:19])[CH3:18])=[CH:12][C:11]=1[CH3:20].[OH-:21].[Na+]>C(O)(=O)C>[F:9][C:10]1[CH:15]=[CH:14][C:13]([CH2:16][C:17]([NH:7][CH:6]=[O:21])([CH3:18])[CH3:19])=[CH:12][C:11]=1[CH3:20] |f:1.2,4.5|. Yields the product FC1=C(C=C(C=C1)CC(C)(C)NC=O)C (N-[2-(4-fluoro-3-methylphenyl)-1,1-dimethylethyl]formamide). Solvent: ice water, C(C)(=O)O (acetic acid), C(C)(=O)O (acetic acid). Conditions: time 1 hour. Procedure details: 4.9 mL concentrated sulfuric acid are added dropwise at 5° C.-15° C. to 1.5 g (31 mmol) sodium cyanide in 5 mL glacial acetic acid. Then the mixture is combined with 3.9 g (24 mmol) of 1-fluoro-2-methyl-4-(2-methylpropenyl)benzene, dissolved in 10 mL glacial acetic acid, and stirred for 1 hour at 50° C.-60° C. The reaction mixture is diluted with ice water, made alkaline with concentrated sodium hydroxide solution, and extracted with dichloromethane. The organic phase is dried with sodium sulfat... Reactants: SC1=NC2=C(N1)C=C1C(C(C(C1=C2)(C)C)=O)(C)C (5,7-dihydro-2 -mercapto-5,5,7,7-tetramethylindeno[5,6-d]imidazol-6(1H)-one), Cl.ClCC1=NC=C(C(=C1C)OC)C (2-(chloromethyl)-4-methoxy-3,5-dimethylpyridine hydrochloride), [OH-].[Na+] (sodium hydroxide). Run in alcohol, O (water). The product is CC1(C(C(C2=CC=3NC=NC3C=C12)(C)C)=O)C (5,5,7,7 -tetramethylindeno[5,6-d)-imidazol-6(1H)-one). As a reaction SMILES: S[C:2]1[NH:6][C:5]2[CH:7]=[C:8]3[C:12](=[CH:13][C:4]=2[N:3]=1)[C:11]([CH3:15])([CH3:14])[C:10](=[O:16])[C:9]3([CH3:18])[CH3:17].Cl.ClCC1C(C)=C(OC)C(C)=CN=1.[OH-].[Na+]>O>[CH3:14][C:11]1([CH3:15])[C:12]2[C:8](=[CH:7][C:5]3[NH:6][CH:2]=[N:3][C:4]=3[CH:13]=2)[C:9]([CH3:18])([CH3:17])[C:10]1=[O:16] |f:1.2,3.4|. Procedure details: 18.0 g (69.2 mmol) of 5,7-dihydro-2 -mercapto-5,5,7,7-tetramethylindeno[5,6-d]imidazol-6(1H)-one are suspended in 400 ml of alcohol and treated with 15.6 g (70.2 mmol) of 2-(chloromethyl)-4-methoxy-3,5-dimethylpyridine hydrochloride while cooling with ice. Thereafter, a solution of 5.6 g of sodium hydroxide in 150 ml of water is added dropwise thereto, the mixture is left to boil at reflux overnight and subseguently evaporated to dryness in vacuo. The residue is dissolved in 1000 ml of methylene... Starting materials: C(C)(C)(C)NC(=O)C=1N(CCN(C1)C=O)C(CC)=O (4-formyl-1-propionyl-1,4,5,6-tetrahydropyrazine-2-carboxylic acid tert-butylamide), O=O (oxygen), 1-[1(R)-(di-tert-butylphosphino)-ethyl]-2(S)-(diphenylphosphino)ferrocene, bis(bicyclo[2.2.1]hepta-2,5-diene)rhodium(I) tetrafluoroborate. Run at time 8 hour. Yields the product C(C)(C)(C)NC(=O)[C@H]1N(CCN(C1)C=O)C(CC)=O ((S)-4-Formyl-1-propionylpiperazine-2-carboxylic acid tert-butylamide). The yield is 104.8%. As a reaction SMILES: [C:1]([NH:5][C:6]([C:8]1[N:9]([C:16](=[O:19])[CH2:17][CH3:18])[CH2:10][CH2:11][N:12]([CH:14]=[O:15])[CH:13]=1)=[O:7])([CH3:4])([CH3:3])[CH3:2].O=O>>[C:1]([NH:5][C:6]([C@@H:8]1[CH2:13][N:12]([CH:14]=[O:15])[CH2:11][CH2:10][N:9]1[C:16](=[O:19])[CH2:17][CH3:18])=[O:7])([CH3:4])([CH3:3])[CH3:2]. Reported procedure: 16.1 g (60.2 mmol) of 4-formyl-1-propionyl-1,4,5,6-tetrahydropyrazine-2-carboxylic acid tert-butylamide, 19.5 mg (35.9 μmol) of 1-[1(R)-(di-tert-butylphosphino)-ethyl]-2(S)-(diphenylphosphino)ferrocene and 11.1 mg (29.6 μmol) of bis(bicyclo[2.2.1]hepta-2,5-diene)rhodium(I) tetrafluoroborate were placed in an autoclave, oxygen being excluded. After flushing with argon, 80 ml of oxygen-free methanol was added. Hydrogenation was carried out at an initial pressure of 12 bar and a temperature of 90° ...